From a dataset of the Open Reaction Database (ORD), a public repository of structured organic reaction records. describe an organic reaction: reactants, conditions, products, and yield Starting materials: OS(=O)(=O)O (H2SO4), C(C)#N (Acetonitrile), [OH-].[Na+] (NaOH), RuCl3, CN1CC[C@]23C=4C5=CC=C(C4O[C@H]2C(=O)CC[C@H]3[C@H]1C5)O (hydromorphone). Solvent: CCO (EtOH). Conditions: temperature 81 celsius. Product: CN1CC[C@]23C=4C5=CC=C(C4O[C@H]2C(=O)CC[C@H]3[C@H]1C5)OS(=O)(=O)O (hydromorphone sulfate). As a reaction SMILES: [OH:1][S:2]([OH:5])(=[O:4])=[O:3].[CH3:6][N:7]1[C@@H:24]2[CH2:25][C:12]3=[CH:13][CH:14]=[C:15](O)[C:16]4[O:17][C@H:18]5[C:19]([CH2:21][CH2:22][C@@H:23]2[C@:10]5([C:11]=43)[CH2:9][CH2:8]1)=[O:20].C(#N)C.[OH-].[Na+]>CCO>[CH3:6][N:7]1[C@@H:24]2[CH2:25][C:12]3=[CH:13][CH:14]=[C:15]([O:3][S:2]([OH:5])(=[O:1])=[O:4])[C:16]4[O:17][C@H:18]5[C:19]([CH2:21][CH2:22][C@@H:23]2[C@:10]5([C:11]=43)[CH2:9][CH2:8]1)=[O:20] |f:3.4|. Procedure: Morphine base (30.0 g, wet, 75% wt, 78.85 mmol) was dried in a vacuum oven at 90° C. for 3 h. The dried solid was added to a reaction flask, along with water (30 mL) and EtOH (60 mL). The reaction mixture was stirred to form a suspension. The reactor was flushed with nitrogen and the reaction mixture was kept under nitrogen throughout the reaction. The reaction flask was charged with H2SO4 (98%, 7.73 g, 78.85 mmol) and the catalyst (RuCl3.xH2O, 0.20 g). The reaction mixture was heated to reflux ... The reactants are C(C)OC(=O)N1C(=CC2=CC(=CC=C12)Cl)OC(=O)OCC (ethyl-5-chloro-2-[(ethoxycarbonyl)oxy]-1H-indole-1-carboxylate), intermediate 49, Cl (hydrogen chloride). Run in CN(C=O)C (N,N-dimethylformamide), CN(C=O)C (N,N-dimethylformamide), O (water). Product: C(C)OC(=O)N1C(C(C2=CC(=CC=C12)Cl)C(=O)OCC)=O (Diethyl-5-chloro-2-oxoindoline-1,3-dicarboxylate). The yield is 70.0%. RXN SMILES: [CH2:1]([O:3][C:4]([N:6]1[C:14]2[C:9](=[CH:10][C:11]([Cl:15])=[CH:12][CH:13]=2)[CH:8]=[C:7]1[O:16]C(OCC)=O)=[O:5])[CH3:2].Cl>CN(C)C=O.O>[CH2:1]([O:3][C:4]([N:6]1[C:14]2[C:9](=[CH:10][C:11]([Cl:15])=[CH:12][CH:13]=2)[CH:8]([C:4]([O:3][CH2:1][CH3:2])=[O:5])[C:7]1=[O:16])=[O:5])[CH3:2]. Reported procedure: To a solution of ethyl-5-chloro-2-[(ethoxycarbonyl)oxy]-1H-indole-1-carboxylate, intermediate 49, (36.87 g, 118.28 mmol) in N,N-dimethylformamide (100 ml) 4-dimethylaminopyridine (14.45 g, 118.28 mmol) was added portionwise at 0-5° C. such that the internal temperature did not exceed 5° C. A thick suspension was obtained, which was repeatedly diluted with N,N-dimethylformamide (total volume: 350 ml) to ease up stirring. After two hours at 0-5° C. a solution of hydrogen chloride (fuming, 37%; 9.8... Starting materials: CN(CCN1C(=NC(=C1)C1=CC(=C(C=C1)F)C(F)(F)F)C1CCN(CC1)C1=C(C(=NC=N1)N)C1=CC=C(C=C1)F)C (6-(4-(1-(2-(dimethylamino)ethyl)-4-(4-fluoro-3-(trifluoromethyl)phenyl)-1H-imidazol-2-yl)piperidin-1-yl)-5-(4-fluorophenyl)pyrimidin-4-amine), C(C)O/C=C/B1OC(C(O1)(C)C)(C)C ((E)-2-(2-ethoxyvinyl)-4,4,5,5-tetramethyl-1,3,2-dioxaborolane). Yields the product CN(CCN1C(=NC(=C1)C1=CC(=C(C=C1)F)C(F)(F)F)C1CCN(CC1)C1=C(C(=NC=N1)N)\C=C\OCC)C ((E)-6-(4-(1-(2-(Dimethylamino)ethyl)-4-(4-fluoro-3-(trifluoromethyl)phenyl)-1H-imidazol-2-yl)piperidin-1-yl)-5-(2-ethoxyvinyl)pyrimidin-4-amine). Reaction SMILES: [CH3:1][N:2]([CH3:41])[CH2:3][CH2:4][N:5]1[CH:9]=[C:8]([C:10]2[CH:15]=[CH:14][C:13]([F:16])=[C:12]([C:17]([F:20])([F:19])[F:18])[CH:11]=2)[N:7]=[C:6]1[CH:21]1[CH2:26][CH2:25][N:24]([C:27]2[N:32]=[CH:31][N:30]=[C:29]([NH2:33])[C:28]=2[C:34]2C=CC(F)=C[CH:35]=2)[CH2:23][CH2:22]1.[CH2:42]([O:44]/C=C/B1OC(C)(C)C(C)(C)O1)[CH3:43]>>[CH3:1][N:2]([CH3:41])[CH2:3][CH2:4][N:5]1[CH:9]=[C:8]([C:10]2[CH:15]=[CH:14][C:13]([F:16])=[C:12]([C:17]([F:19])([F:18])[F:20])[CH:11]=2)[N:7]=[C:6]1[CH:21]1[CH2:22][CH2:23][N:24]([C:27]2[N:32]=[CH:31][N:30]=[C:29]([NH2:33])[C:28]=2/[CH:34]=[CH:35]/[O:44][CH2:42][CH3:43])[CH2:25][CH2:26]1. Procedure details: The title compound was prepared in an analogous manner as 6-(4-(1-(2-(dimethylamino)ethyl)-4-(4-fluoro-3-(trifluoromethyl)phenyl)-1H-imidazol-2-yl)piperidin-1-yl)-5-(4-fluorophenyl)pyrimidin-4-amine using (E)-2-(2-ethoxyvinyl)-4,4,5,5-tetramethyl-1,3,2-dioxaborolane instead of 4-fluorophenyl boronic acid. LC-MS: (M+1=548, obsd.=548).